Dataset: the Open Reaction Database (ORD), a public repository of structured organic reaction records. Task: describe an organic reaction: reactants, conditions, products, and yield Reactants: IC=1C=C(C=CC1)N1N=C(N=N1)CN1C=2N(CCC1)C(=NN2)C2=CC=NC=C2 (8-[2-(3-iodo-phenyl)-2H-tetrazol-5-ylmethyl]-3-pyridin-4-yl-5,6,7,8-tetrahydro-[1,2,4]triazolo[4,3-a]pyrimidine), palladium (0) tetrakis-triphenylphosphine, CN(C)C=O (DMF). The reagents and catalysts are [C-]#N.[Zn+2].[C-]#N (zinc cyanide). Yields the product N1=CC=C(C=C1)C1=NN=C2N1CCCN2CC=2N=NN(N2)C=2C=C(C#N)C=CC2 (3-[5-(3-Pyridin-4-yl-6,7-dihydro-5H-[1,2,4]triazolo[4,3-a]pyrimidin-8-ylmethyl)-tetrazol-2-yl]-benzonitrile). RXN SMILES: I[C:2]1[CH:3]=[C:4]([N:8]2[N:12]=[N:11][C:10]([CH2:13][N:14]3[CH2:19][CH2:18][CH2:17][N:16]4[C:20]([C:23]5[CH:28]=[CH:27][N:26]=[CH:25][CH:24]=5)=[N:21][N:22]=[C:15]34)=[N:9]2)[CH:5]=[CH:6][CH:7]=1.[CH3:29][N:30](C=O)C>[C-]#N.[Zn+2].[C-]#N>[N:26]1[CH:27]=[CH:28][C:23]([C:20]2[N:16]3[CH2:17][CH2:18][CH2:19][N:14]([CH2:13][C:10]4[N:11]=[N:12][N:8]([C:4]5[CH:3]=[C:2]([CH:7]=[CH:6][CH:5]=5)[C:29]#[N:30])[N:9]=4)[C:15]3=[N:22][N:21]=2)=[CH:24][CH:25]=1 |f:2.3.4|. Reported procedure: The title compound is prepared from 8-[2-(3-iodo-phenyl)-2H-tetrazol-5-ylmethyl]-3-pyridin-4-yl-5,6,7,8-tetrahydro-[1,2,4]triazolo[4,3-a]pyrimidine (1 mmol), zinc cyanide (1.1 mmol), palladium (0) tetrakis-triphenylphosphine (0.05 mmol) in DMF (5 mL) at 80° C. overnight. Reactants: C(C)[Si](OCC1(CCCCC1)CCCO)(CC)CC (3-[1-(triethylsiloxymethyl)cyclohexyl]propan-1-ol), C(C)(=O)OC(C)=O (acetic anhydride). The solvent is N1=CC=CC=C1 (pyridine). Conditions: time 2 hour. Product: C(C)(=O)OCCCC1(CCCCC1)CO[Si](CC)(CC)CC ([1-(3-Acetoxypropyl)cyclohexylmethoxy]triethylsilane). As a reaction SMILES: [CH2:1]([Si:3]([CH2:18][CH3:19])([CH2:16][CH3:17])[O:4][CH2:5][C:6]1([CH2:12][CH2:13][CH2:14][OH:15])[CH2:11][CH2:10][CH2:9][CH2:8][CH2:7]1)[CH3:2].[C:20](OC(=O)C)(=[O:22])[CH3:21]>N1C=CC=CC=1>[C:20]([O:15][CH2:14][CH2:13][CH2:12][C:6]1([CH2:5][O:4][Si:3]([CH2:1][CH3:2])([CH2:16][CH3:17])[CH2:18][CH3:19])[CH2:11][CH2:10][CH2:9][CH2:8][CH2:7]1)(=[O:22])[CH3:21]. Procedure: To 3-[1-(triethylsiloxymethyl)cyclohexyl]propan-1-ol (410 mg) were added acetic anhydride (3 mL) and pyridine (3 mL) at room temperature. The solution was stirred at room temperature for 2 hours and concentrated under reduced pressure. The residue was distilled with toluene azeotropically to give the title compound (480 mg). This product was subjected to the subsequent step without further pirification. The reactants are CN(C)C=O, FC(F)=C(F)CCSc1nc(CCl)co1, [I-], N#C[K], [Na+], O. The product is N#CCc1coc(SCCC(F)=C(F)F)n1. Reaction SMILES: [CH3:21][N:22]([CH3:23])[CH:24]=[O:25].[Cl:1][CH2:2][c:3]1[n:4][c:5]([S:8][CH2:9][CH2:10][C:11](=[C:12]([F:13])[F:14])[F:15])[o:6][cH:7]1.[I-:20].[K:16][C:17]#[N:18].[Na+:19].[OH2:26]>>[CH2:2]([c:3]1[n:4][c:5]([S:8][CH2:9][CH2:10][C:11](=[C:12]([F:13])[F:14])[F:15])[o:6][cH:7]1)[C:17]#[N:18]. The reactants are C1(CC1)CN1C(NC(C2=CC(=CC=C12)Cl)C1=CC=CC=C1)=O (1-cyclopropylmethyl-4-phenyl-6-chloro-3,4-dihydro-2(1H)-quinazolinone), [H-].[Na+] (sodium hydride), C(C)I (ethyl iodide). The solvent is CN(C=O)C (dimethylformamide). Conditions: temperature 60 celsius, time 4 hour. Yields the product C1(CC1)CN1C(N(C(C2=CC(=CC=C12)Cl)C1=CC=CC=C1)CC)=O (1-cyclopropylmethyl-3ethyl-4-phenyl-6-chloro-3,4-dihydro-2(1H)-quinazolinone). As a reaction SMILES: [CH:1]1([CH2:4][N:5]2[C:14]3[C:9](=[CH:10][C:11]([Cl:15])=[CH:12][CH:13]=3)[CH:8]([C:16]3[CH:21]=[CH:20][CH:19]=[CH:18][CH:17]=3)[NH:7][C:6]2=[O:22])[CH2:3][CH2:2]1.[H-].[Na+].[CH2:25](I)[CH3:26]>CN(C)C=O>[CH:1]1([CH2:4][N:5]2[C:14]3[C:9](=[CH:10][C:11]([Cl:15])=[CH:12][CH:13]=3)[CH:8]([C:16]3[CH:17]=[CH:18][CH:19]=[CH:20][CH:21]=3)[N:7]([CH2:25][CH3:26])[C:6]2=[O:22])[CH2:2][CH2:3]1 |f:1.2|. Procedure details: To a solution of 3.1 g. of 1-cyclopropylmethyl-4-phenyl-6-chloro-3,4-dihydro-2(1H)-quinazolinone in 50 ml. of dimethylformamide was added 0.42 g. of 63% sodium hydride, and the resulting mixture was stirred at 50° C. for 30 minutes. Thereafter, 3.1 g. of ethyl iodide was added, and the mixture was stirred at 60° C. for 4 hours. After cooling, the reaction mixture was poured into 300 ml. of water and extracted with chloroform, and the chloroform layer was washed with water, dried over anhydrous s... The reactants are O=C1CCC(=O)N1Br, Cc1oc(=O)oc1C, CC(C)(C#N)N=NC(C)(C)C#N, c1ccccc1. Yields the product Cc1oc(=O)oc1CBr. RXN SMILES: [Br:9][N:10]1[C:11](=[O:12])[CH2:13][CH2:14][C:15]1=[O:16].[CH3:1][c:2]1[o:3][c:4](=[O:8])[o:5][c:6]1[CH3:7].[N:17]([C:18]([CH3:19])([CH3:20])[C:21]#[N:22])=[N:23][C:24]([CH3:25])([CH3:26])[C:27]#[N:28].[cH:29]1[cH:30][cH:31][cH:32][cH:33][cH:34]1>>[CH2:1]([c:2]1[o:3][c:4](=[O:8])[o:5][c:6]1[CH3:7])[Br:9]. Reactants: COC(C1=CC(=C(C=C1)OC)C(CC(C=1C=C(C=CC1)C)O)O)=O (3-(1,3-Dihydroxy-3-m-tolyl-propyl)-4-methoxy-benzoic acid methyl ester), [H][H] (hydrogen). Reagents/catalysts: [Pd] (palladium on charcoal). Solvent: C(C)O (ethanol), Cl (hydrochloric acid). The product is COC(C1=CC(=C(C=C1)OC)CCCC=1C=C(C=CC1)C)=O (4-Methoxy-3-(3-m-tolyl-propyl)-benzoic acid methyl ester). The yield is 63.2%. Reaction SMILES: [CH3:1][O:2][C:3](=[O:24])[C:4]1[CH:9]=[CH:8][C:7]([O:10][CH3:11])=[C:6]([CH:12](O)[CH2:13][CH:14](O)[C:15]2[CH:16]=[C:17]([CH3:21])[CH:18]=[CH:19][CH:20]=2)[CH:5]=1.[H][H]>C(O)C.Cl.[Pd]>[CH3:1][O:2][C:3](=[O:24])[C:4]1[CH:9]=[CH:8][C:7]([O:10][CH3:11])=[C:6]([CH2:12][CH2:13][CH2:14][C:15]2[CH:16]=[C:17]([CH3:21])[CH:18]=[CH:19][CH:20]=2)[CH:5]=1. Procedure: The compound of step 1 (140 mg, 0.424 mmol) was dissolved in ethanol (10 ml) and 12 N hydrochloric acid (0.2 ml), palladium on charcoal (10%) was added, and the mixture was hydrogenated at a hydrogen pressure of 6 bar at room temperature overnight. After filtration and evaporation, the residue was purified by silica gel chromatography (HEP/EA gradient) to give 80 mg of the title compound. Reactants: BrCC1=NN(C=C1)C(=O)OC(C)(C)C (1,1-Dimethylethyl 3-(bromomethyl)-1H-pyrazole-1-carboxylate), C[C@H]1N[C@H](CNC1)C ((2R,6S)-2,6-dimethylpiperazine), C([O-])([O-])=O.[K+].[K+] (potassium carbonate). Run in CN(C)C=O (DMF). Product: C[C@@H]1CN(C[C@@H](N1)C)CC1=NN(C=C1)C(=O)OC(C)(C)C (1,1-Dimethylethyl 3-{[(3R,5S)-3,5-dimethyl-1-piperazinyl]methyl}-1H-pyrazole-1-carboxylate). The yield is 99.6%. Reaction SMILES: Br[CH2:2][C:3]1[CH:7]=[CH:6][N:5]([C:8]([O:10][C:11]([CH3:14])([CH3:13])[CH3:12])=[O:9])[N:4]=1.[CH3:15][C@@H:16]1[CH2:21][NH:20][CH2:19][C@H:18]([CH3:22])[NH:17]1.C(=O)([O-])[O-].[K+].[K+]>CN(C=O)C>[CH3:15][C@H:16]1[NH:17][C@@H:18]([CH3:22])[CH2:19][N:20]([CH2:2][C:3]2[CH:7]=[CH:6][N:5]([C:8]([O:10][C:11]([CH3:14])([CH3:13])[CH3:12])=[O:9])[N:4]=2)[CH2:21]1 |f:2.3.4|. Procedure: D6 (1.67 g, 6.41 mmol), (2R,6S)-2,6-dimethylpiperazine (0.73 g, 6.41 mmol) and potassium carbonate (1.95 g, 14.1 mmol) in DMF (20 ml) were heated at 50° C. for 2 h. The mixture was concentrated and the residue partitioned between DCM and water (50 ml each). The aqueous layer was re-extracted with DCM (50 ml) and the combined organics washed with brine (100 ml), dried (Na2SO4) and concentrated to yield the title compound as an orange oil (1.88 g). δH (CDCl3) 1.25 (6H, d), 1.15 (1H, br s), 1.64-1....